The task is: describe an organic reaction: reactants, conditions, products, and yield. This data is from the Open Reaction Database (ORD), a public repository of structured organic reaction records. The reactants are NCCCN1C=NC=C1 (1-(3-Aminopropyl)imidazole), BrC1=CC=C(C(=O)Cl)C=C1 (4-bromobenzoyl chloride). The solvent is C(C)O (ethanol). Run at time 18 hour. The product is BrC1=CC=C(C(=O)NCCCN2C=NC=C2)C=C1 (1-[3-(4-Bromobenzoylamino)propyl]imidazole). Reaction SMILES: [NH2:1][CH2:2][CH2:3][CH2:4][N:5]1[CH:9]=[CH:8][N:7]=[CH:6]1.[Br:10][C:11]1[CH:19]=[CH:18][C:14]([C:15](Cl)=[O:16])=[CH:13][CH:12]=1>C(O)C>[Br:10][C:11]1[CH:19]=[CH:18][C:14]([C:15]([NH:1][CH2:2][CH2:3][CH2:4][N:5]2[CH:9]=[CH:8][N:7]=[CH:6]2)=[O:16])=[CH:13][CH:12]=1. Procedure: 1-(3-Aminopropyl)imidazole (2.39 ml, 0.02 mol) was added to a solution of 4-bromobenzoyl chloride (4.0 g, 0.218 mol) in ethanol (250 ml). The mixture was stirred at ambient temperature for 18 hours. The volatiles were removed by evaporation and the residue was purified by chromatography eluting with hexane/dichloromethane (50:50) increasing in polarity to dichloromethane/methanol (80:20) to give the title compound. NMR: 1.95 (m, 2H), 3.20 (q, 2H), 4.0 (t, 2H), 6.87 (s, 1H), 7.19 (s, 1H), 7.64 (d... Starting materials: N#Cc1c(F)c(F)cc(F)c1F, Fc1cc(F)c(F)cc1F. Product: NCc1c(F)c(F)cc(F)c1F. RXN SMILES: [F:11][c:12]1[c:13]([C:14]#[N:15])[c:16]([F:22])[c:17]([F:21])[cH:18][c:19]1[F:20].[F:1][c:2]1[c:3]([F:4])[cH:5][c:6]([F:7])[c:8]([F:9])[cH:10]1>>[F:11][c:12]1[c:13]([CH2:14][NH2:15])[c:16]([F:22])[c:17]([F:21])[cH:18][c:19]1[F:20]. Starting materials: COC(=O)C(Br)c1ccc(Oc2ccc(Cl)cc2)cc1, CO, Sc1ccc(Cl)cc1. The product is COC(=O)C(Sc1ccc(Cl)cc1)c1ccc(Oc2ccc(Cl)cc2)cc1. RXN SMILES: [Br:1][CH:2]([C:3](=[O:4])[O:5][CH3:6])[c:7]1[cH:8][cH:9][c:10]([O:13][c:14]2[cH:15][cH:16][c:17]([Cl:20])[cH:18][cH:19]2)[cH:11][cH:12]1.[CH3:29][OH:30].[Cl:21][c:22]1[cH:23][cH:24][c:25]([SH:28])[cH:26][cH:27]1>>[CH:2]([C:3](=[O:4])[O:5][CH3:6])([c:7]1[cH:8][cH:9][c:10]([O:13][c:14]2[cH:15][cH:16][c:17]([Cl:20])[cH:18][cH:19]2)[cH:11][cH:12]1)[S:28][c:25]1[cH:24][cH:23][c:22]([Cl:21])[cH:27][cH:26]1. Starting materials: O=C[C@H](O)[C@H](O)[C@H](O)CO (D-ribose), N[C@@H](CC1=CC=C(C=C1)O)C(=O)O (L-(-)-tyrosine). Reagents/catalysts: [Ni] (Raney nickel). Procedure: The product was made from D-ribose and L-(-)-tyrosine using Raney nickel as a catalyst and heating for 2 hours to 50° C. and for 4 hours to 70° C. The reaction product was yellowish, wax-like mass with an RF -value of 0.65 (determined as indicated under Example M). Reaction SMILES: O=[CH:2][C@@H:3]([C@@H:5]([C@@H:7]([CH2:9][OH:10])[OH:8])[OH:6])[OH:4].[NH2:11][C@H:12]([C:21]([OH:23])=[O:22])[CH2:13][C:14]1[CH:19]=[CH:18][C:17]([OH:20])=[CH:16][CH:15]=1>[Ni]>[OH:4][CH:3]([CH:5]([OH:6])[CH:7]([OH:8])[CH2:9][OH:10])[CH2:2][NH:11][C@H:12]([C:21]([OH:23])=[O:22])[CH2:13][C:14]1[CH:15]=[CH:16][C:17]([OH:20])=[CH:18][CH:19]=1. Product: OC(CN[C@@H](CC1=CC=C(C=C1)O)C(=O)O)C(C(CO)O)O (N-(2,3,4,5-tetrahydroxy-pentyl)-L-(-)-tyrosine). Reactants: ClC=1C=C2C(C(NC2=CN1)=O)C(C1=CC=CS1)=O (5-chloro-3-(2-thenoyl)-6-azaoxindole), C(C)#N (acetonitrile), ClS(=O)(=O)NC=O (N-chlorosulfonyl carboxamide), ClC=1C=C2C(C(NC2=CN1)=O)C(C1=CC=CS1)=O (5-chloro-3-(2-thenoyl)-6-azaoxindole), C(=NS(=O)(=O)Cl)=O (N-chlorosulfonyl isocyanate). Solvent: CS(=O)C (DMSO). Yields the product ClC=1C=C2C(C(N(C2=CN1)C(=O)N)=O)C(C1=CC=CS1)=O (5-Chloro-3-(2-thenoyl)-6-azaoxindole-1-carboxamide). RXN SMILES: [Cl:1][C:2]1[CH:3]=[C:4]2[C:8](=[CH:9][N:10]=1)[NH:7][C:6](=[O:11])[CH:5]2[C:12](=[O:18])[C:13]1[S:17][CH:16]=[CH:15][CH:14]=1.[C:19](=[O:25])=[N:20]S(Cl)(=O)=O.C(#N)C.ClS(NC=O)(=O)=O>CS(C)=O>[Cl:1][C:2]1[CH:3]=[C:4]2[C:8](=[CH:9][N:10]=1)[N:7]([C:19]([NH2:20])=[O:25])[C:6](=[O:11])[CH:5]2[C:12](=[O:18])[C:13]1[S:17][CH:16]=[CH:15][CH:14]=1. Procedure: The title compound was prepared from 5-chloro-3-(2-thenoyl)-6-azaoxindole (Example 3C) according to the procedure of Example 2C, using 5-chloro-3-(2-thenoyl)-6-azaoxindole (140 mg, 0.5 mmol), N-chlorosulfonyl isocyanate (65 L, 0.75 mmol), and acetonitrile (5 mL). The crude N-chlorosulfonyl carboxamide was hydrolysed by stirring in DMSO for 2 hours in a flask open to the air. The product was precipitated by addition of water and was collected by filtration. The solid was recrystallized from metha...